Dataset: the Open Reaction Database (ORD), a public repository of structured organic reaction records. Task: describe an organic reaction: reactants, conditions, products, and yield The reactants are FC1=C(C=C2C(NC(=NC2=C1)N1N=CC(=C1)C(=O)OCC)=O)N1CCCCC1 (ethyl 1-(7-fluoro-4-oxo-6-(piperidin-1-yl)-3,4-dihydroquinazolin-2-yl)-1H-pyrazole-4-carboxylate), C1(CC1)N (cyclopropylamine). Product: C1(CC1)NC1=NC(=NC2=CC(=C(C=C12)N1CCCCC1)F)N1N=CC(=C1)C(=O)O (1-(4-(Cyclopropylamino)-7-fluoro-6-(piperidin-1-yl)quinazolin-2-yl)-1H-pyrazole-4-carboxylic acid). Reaction SMILES: [F:1][C:2]1[CH:11]=[C:10]2[C:5]([C:6](=O)[NH:7][C:8]([N:12]3[CH:16]=[C:15]([C:17]([O:19]CC)=[O:18])[CH:14]=[N:13]3)=[N:9]2)=[CH:4][C:3]=1[N:23]1[CH2:28][CH2:27][CH2:26][CH2:25][CH2:24]1.[CH:29]1([NH2:32])[CH2:31][CH2:30]1>>[CH:29]1([NH:32][C:6]2[C:5]3[C:10](=[CH:11][C:2]([F:1])=[C:3]([N:23]4[CH2:28][CH2:27][CH2:26][CH2:25][CH2:24]4)[CH:4]=3)[N:9]=[C:8]([N:12]3[CH:16]=[C:15]([C:17]([OH:19])=[O:18])[CH:14]=[N:13]3)[N:7]=2)[CH2:31][CH2:30]1. Procedure details: The above compound may be made analogous to Example 1 using ethyl 1-(7-fluoro-4-oxo-6-(piperidin-1-yl)-3,4-dihydroquinazolin-2-yl)-1H-pyrazole-4-carboxylate in step D and cyclopropylamine in step E. MS (ESI): predicted mass calcd. for C20H21FN6O2, 396.2